The task is: describe an organic reaction: reactants, conditions, products, and yield. This data is from the Open Reaction Database (ORD), a public repository of structured organic reaction records. The reactants are [Cl-], CCCOc1cc(OC)c2c(c1[N+](=O)[O-])C(=O)c1cccc(OCCN3CCCC3)c1-2, O, O. The product is Cl, CCCOc1cc(OC)c2c(c1N)C(=O)c1cccc(OCCN3CCCC3)c1-2. As a reaction SMILES: [Cl-:34].[N:1]1([CH2:6][CH2:7][O:8][c:9]2[c:10]3[c:18]([cH:19][cH:20][cH:21]2)[C:17](=[O:22])[c:16]2[c:11]-3[c:12]([O:30][CH3:31])[cH:13][c:14]([O:26][CH2:27][CH2:28][CH3:29])[c:15]2[N+:23]([O-:24])=[O:25])[CH2:2][CH2:3][CH2:4][CH2:5]1.[OH2:32].[OH2:33]>>[ClH:34].[N:1]1([CH2:6][CH2:7][O:8][c:9]2[c:10]3[c:18]([cH:19][cH:20][cH:21]2)[C:17](=[O:22])[c:16]2[c:11]-3[c:12]([O:30][CH3:31])[cH:13][c:14]([O:26][CH2:27][CH2:28][CH3:29])[c:15]2[NH2:23])[CH2:2][CH2:3][CH2:4][CH2:5]1. RXN SMILES: [CH3:1][C:2]1[CH:7]=[C:6]([CH3:8])[CH:5]=[CH:4][C:3]=1[N:9]1[CH2:14][CH2:13][N:12]([C:15]([C:17]2[CH:22]=[CH:21][C:20](I)=[CH:19][C:18]=2[S:24]([CH3:27])(=[O:26])=[O:25])=[O:16])[CH2:11][CH2:10]1.[CH3:28][C@@H:29]1[CH2:33][CH2:32][S:31](=[O:35])(=[O:34])[NH:30]1>>[CH3:1][C:2]1[CH:7]=[C:6]([CH3:8])[CH:5]=[CH:4][C:3]=1[N:9]1[CH2:14][CH2:13][N:12]([C:15]([C:17]2[CH:22]=[CH:21][C:20]([N:30]3[C@H:29]([CH3:28])[CH2:33][CH2:32][S:31]3(=[O:35])=[O:34])=[CH:19][C:18]=2[S:24]([CH3:27])(=[O:26])=[O:25])=[O:16])[CH2:11][CH2:10]1. Yields the product CC1=C(C=CC(=C1)C)N1CCN(CC1)C(=O)C1=C(C=C(C=C1)N1S(CC[C@H]1C)(=O)=O)S(=O)(=O)C ((R)-[4-(2,4-dimethylphenyl)piperazin-1-yl][2-methanesulfonyl-4-(3-methyl-1,1-dioxo-1λ6-isothiazolidin-2-yl)phenyl]methanone). Starting materials: CC1=C(C=CC(=C1)C)N1CCN(CC1)C(=O)C1=C(C=C(C=C1)I)S(=O)(=O)C ([4-(2,4-dimethylphenyl)piperazin-1-yl](4-iodo-2-methanesulfonylphenyl)methanone), C[C@H]1NS(CC1)(=O)=O ((R)-3-methylisothiazolidine 1,1-dioxide). Isolated yield 57.3%. Procedure: Using [4-(2,4-dimethylphenyl)piperazin-1-yl](4-iodo-2-methanesulfonylphenyl)methanone (886 mg) described in Preparation Example 157 and (R)-3-methylisothiazolidine 1,1-dioxide (240 mg) described in Preparation Example 2 and by the reaction and treatment in the same manner as in Example 1, the title compound (514 mg) was obtained. Starting materials: O=C1CCC(=O)N1Br, CC(=O)Oc1cc(C)ccc1C#N, O=C(OOC(=O)c1ccccc1)c1ccccc1, CCOCC, ClC(Cl)(Cl)Cl. The product is CC(=O)Oc1cc(CBr)ccc1C#N. Reaction SMILES: [Br:14][N:15]1[C:16](=[O:17])[CH2:18][CH2:19][C:20]1=[O:21].[C:1]([CH3:2])(=[O:3])[O:4][c:5]1[c:6]([C:12]#[N:13])[cH:7][cH:8][c:9]([CH3:11])[cH:10]1.[C:22]([O:23][O:24][C:25](=[O:26])[c:27]1[cH:28][cH:29][cH:30][cH:31][cH:32]1)(=[O:33])[c:34]1[cH:35][cH:36][cH:37][cH:38][cH:39]1.[CH3:45][CH2:46][O:47][CH2:48][CH3:49].[Cl:40][C:41]([Cl:42])([Cl:43])[Cl:44]>>[C:1]([CH3:2])(=[O:3])[O:4][c:5]1[c:6]([C:12]#[N:13])[cH:7][cH:8][c:9]([CH2:11][Br:14])[cH:10]1. Reactants: CCOC(C#Cc1cccc(C)c1)OCC, O=CC#Cc1cccc(Cl)c1. The product is Cc1cccc(C#CC=O)c1. Reaction SMILES: [CH2:12]([O:14][CH:15]([O:13][CH2:25][CH3:26])[C:16]#[C:17][c:18]1[cH:19][c:20]([CH3:24])[cH:21][cH:22][cH:23]1)[CH3:27].[Cl:1][c:2]1[cH:3][c:4]([C:5]#[C:6][CH:7]=[O:8])[cH:9][cH:10][cH:11]1>>[O:14]=[CH:15][C:16]#[C:17][c:18]1[cH:19][c:20]([CH3:24])[cH:21][cH:22][cH:23]1. Starting materials: Cl (HCl), CC1(C=2C=CC(=CC2C(=CC1)C=1C=NC=CC1)C#CC1=CC=C(C(=O)OCC)C=C1)C (ethyl 4-[(5,6-dihydro-5,5- dimethyl-8-(3-pyridyl)-2-naphthalenyl)ethynyl]benzoate), CC1(C=2C=CC(=CC2C(=CC1)C=1C=NC=CC1)C#CC1=CC=C(C(=O)OCC)C=C1)C (ethyl 4-[(5,6-dihydro-5,5- dimethyl-8-(3-pyridyl)-2-naphthalenyl)ethynyl]benzoate), [OH-].[Na+] (NaOH). The solvent is CCO (EtOH), C1CCOC1 (THF). Conditions: temperature 50 celsius. Yields the product CC1(C=2C=CC(=CC2C(=CC1)C=1C=NC=CC1)C#CC1=CC=C(C(=O)O)C=C1)C (4-[(5,6-Dihydro-5,5-dimethyl-8-(3-pyridyl)-2-naphthalenyl)ethynyl]benzoic acid). RXN SMILES: [CH3:1][C:2]1([CH3:31])[CH2:11][CH:10]=[C:9]([C:12]2[CH:13]=[N:14][CH:15]=[CH:16][CH:17]=2)[C:8]2[CH:7]=[C:6]([C:18]#[C:19][C:20]3[CH:30]=[CH:29][C:23]([C:24]([O:26]CC)=[O:25])=[CH:22][CH:21]=3)[CH:5]=[CH:4][C:3]1=2.[OH-].[Na+].Cl>CCO.C1COCC1>[CH3:1][C:2]1([CH3:31])[CH2:11][CH:10]=[C:9]([C:12]2[CH:13]=[N:14][CH:15]=[CH:16][CH:17]=2)[C:8]2[CH:7]=[C:6]([C:18]#[C:19][C:20]3[CH:21]=[CH:22][C:23]([C:24]([OH:26])=[O:25])=[CH:29][CH:30]=3)[CH:5]=[CH:4][C:3]1=2 |f:1.2|. Procedure details: To a solution of ethyl 4-[(5,6-dihydro-5,5- dimethyl-8-(3-pyridyl)-2-naphthalenyl)ethynyl]benzoate (Compound 11) 45.0 mg (0.110 mmol) in 3 ml of EtOH and 2 ml of THF was added 48.0 mg (1.20 mmol, 1.20 ml) of NaOH (1.0 M aqueous solution). The solution was heated to 50° C. for 2 hours, cooled to room temperature, and acidified with 10% HCl. Extraction with EtOAc, followed by drying over Na2SO4, and removal of the solvents under reduced pressure afforded the title compound as a colorless solid. 1H... Starting materials: C[C@H]1CN(CCN1C1=NC=C(C=N1)C(C(F)(F)F)(C)O)C(=O)[O-] ((3S)-3-methyl-4-(5-(2,2,2-trifluoro-1-hydroxy-1-methylethyl)-2-pyrimidinyl)-1-piperazinecarboxylate), CCOC(=O)C (EtOAc), Cl (HCl). Solvent: O1CCOCC1 (dioxane). Reaction conditions: temperature 80 celsius. Product: Cl.Cl.FC(C(C)(O)C=1C=NC(=NC1)N1[C@H](CNCC1)C)(F)F (1,1,1-trifluoro-2-(2-((2S)-2-methyl-1-piperazinyl)-5-pyrimidinyl)-2-propanol dihydrochloride). Reaction SMILES: [CH3:1][C@@H:2]1[N:7]([C:8]2[N:13]=[CH:12][C:11]([C:14]([OH:20])([CH3:19])[C:15]([F:18])([F:17])[F:16])=[CH:10][N:9]=2)[CH2:6][CH2:5][N:4](C([O-])=O)[CH2:3]1.CCOC(C)=O.[ClH:30]>O1CCOCC1>[ClH:30].[ClH:30].[F:18][C:15]([F:16])([F:17])[C:14]([C:11]1[CH:10]=[N:9][C:8]([N:7]2[CH2:6][CH2:5][NH:4][CH2:3][C@@H:2]2[CH3:1])=[N:13][CH:12]=1)([OH:20])[CH3:19] |f:4.5.6|. Procedure: A 100 mL round-bottomed flask was charged with ((3S)-3-methyl-4-(5-(2,2,2-trifluoro-1-hydroxy-1-methylethyl)-2-pyrimidinyl)-1-piperazinecarboxylate (1.12 g, 2.87 mmol), 10 mL of EtOAc, and 3 mL of 4N HCl in dioxane. The mixture was heated at 80° C. for 3 h. The resulting white precipitate was collected by filtration to give 1,1,1-trifluoro-2-(2-((2S)-2-methyl-1-piperazinyl)-5-pyrimidinyl)-2-propanol dihydrochloride (1.05 g) The reactants are C(C)(C)(C)OC(=O)N1CCC(=CC1)C1=NC(=CC=C1)NC(=O)NC=1N=C(SC1)C1=CC=NC=C1 (6-[3-(2-Pyridin-4-yl-thiazol-4-yl)-ureido]-3′,6′-dihydro-2′H-[2,4]bipyridinyl-1′-carboxylic acid tert-butyl ester), C(=O)(C(F)(F)F)O (TFA). The solvent is C(Cl)Cl (CH2Cl2). Conditions: time 30 minute. Product: N1=CC=C(C=C1)C=1SC=C(N1)NC(=O)NC1=CC=CC(=N1)C=1CCNCC1 (1-(2-pyridin-4-yl-thiazol-4-yl)-3-(1′,2′,3′,6′-tetrahydro-[2,4′]bipyridinyl-6-yl)-urea). Reaction SMILES: C(OC([N:8]1[CH2:13][CH:12]=[C:11]([C:14]2[CH:19]=[CH:18][CH:17]=[C:16]([NH:20][C:21]([NH:23][C:24]3[N:25]=[C:26]([C:29]4[CH:34]=[CH:33][N:32]=[CH:31][CH:30]=4)[S:27][CH:28]=3)=[O:22])[N:15]=2)[CH2:10][CH2:9]1)=O)(C)(C)C.C(O)(C(F)(F)F)=O>C(Cl)Cl>[N:32]1[CH:31]=[CH:30][C:29]([C:26]2[S:27][CH:28]=[C:24]([NH:23][C:21]([NH:20][C:16]3[N:15]=[C:14]([C:11]4[CH2:12][CH2:13][NH:8][CH2:9][CH:10]=4)[CH:19]=[CH:18][CH:17]=3)=[O:22])[N:25]=2)=[CH:34][CH:33]=1. Procedure: 6-[3-(2-Pyridin-4-yl-thiazol-4-yl)-ureido]-3′,6′-dihydro-2′H-[2,4]bipyridinyl-1′-carboxylic acid tert-butyl ester was suspended in CH2Cl2 (10 mL) and treated with TFA (5 mL). Stirred at RT for 30 min. Quenched with saturated NaHCO3 and filtered yellow solid. Washed solid with H2O and MeOH to give 1-(2-pyridin-4-yl-thiazol-4-yl)-3-(1′,2′,3′,6′-tetrahydro-[2,4′]bipyridinyl-6-yl)-urea as a yellow solid. MS m/z: 379.1 (M+H). Calc'd for C19H18N6OS-378.45.